This data is from the Open Reaction Database (ORD), a public repository of structured organic reaction records. The task is: describe an organic reaction: reactants, conditions, products, and yield The reactants are FC1=C(C(=C(C=C1OC)OC)F)C1=NC=C2C(=N1)NN=C2I (6-(2,6-difluoro-3,5-dimethoxyphenyl)-3-iodo-1H-pyrazolo[3,4-d]pyrimidine), N=1C=CN2C1C=CC(=C2)B(O)O (imidazo[1,2-a]pyridin-6-ylboronic acid), BB-3457. Product: FC1=C(C(=C(C=C1OC)OC)F)C1=NC=C2C(=N1)NN=C2C=2C=CC=1N(C2)C=CN1 (6-(2,6-Difluoro-3,5-dimethoxyphenyl)-3-imidazo[1,2-a]pyridin-6-yl-1H-pyrazolo[3,4-d]pyrimidine). As a reaction SMILES: [F:1][C:2]1[C:7]([O:8][CH3:9])=[CH:6][C:5]([O:10][CH3:11])=[C:4]([F:12])[C:3]=1[C:13]1[N:18]=[C:17]2[NH:19][N:20]=[C:21](I)[C:16]2=[CH:15][N:14]=1.[N:23]1[CH:24]=[CH:25][N:26]2[CH:31]=[C:30](B(O)O)[CH:29]=[CH:28][C:27]=12>>[F:1][C:2]1[C:7]([O:8][CH3:9])=[CH:6][C:5]([O:10][CH3:11])=[C:4]([F:12])[C:3]=1[C:13]1[N:18]=[C:17]2[NH:19][N:20]=[C:21]([C:30]3[CH:29]=[CH:28][C:27]4[N:26]([CH:25]=[CH:24][N:23]=4)[CH:31]=3)[C:16]2=[CH:15][N:14]=1. Procedure details: This compound was prepared by using procedures analogous to those described for the synthesis of Example 4, Step 2 starting from 6-(2,6-difluoro-3,5-dimethoxyphenyl)-3-iodo-1H-pyrazolo[3,4-d]pyrimidine (16.7 mg, 0.0400 mmol)(Example 3, Step 4) and imidazo[1,2-a]pyridin-6-ylboronic acid (Combi-Blocks, Cat. No. BB-3457). LCMS (M+H)+=409.0. Procedure details: A mixture of 4-carbamoyl-1-(2,4-dinitrophenyl)pyridinium chloride (50 g, prepared in a similar manner to that described in Example 2), aniline (35 ml) and methanol (11) was stirred at ambient temperature for 48 hours. The resulting suspension was heated at 50° C. for 1 hour, then cooled and the solvent removed in vacuo. The solid residue was triturated with acetone (2×11) then collected by filtration to give 4-carbamoyl-1-phenylpyridinium chloride (33.24 g), mp 290°-292° C. Run at time 48 hour. Yields the product [Cl-].C(N)(=O)C1=CC=[N+](C=C1)C1=CC=CC=C1 (4-carbamoyl-1-phenylpyridinium chloride). The solvent is CO (methanol). RXN SMILES: [Cl-:1].[C:2]([C:5]1[CH:10]=[CH:9][N+:8]([C:11]2[CH:16]=[CH:15][C:14]([N+]([O-])=O)=[CH:13][C:12]=2[N+]([O-])=O)=[CH:7][CH:6]=1)(=[O:4])[NH2:3].NC1C=CC=CC=1>CO>[Cl-:1].[C:2]([C:5]1[CH:6]=[CH:7][N+:8]([C:11]2[CH:12]=[CH:13][CH:14]=[CH:15][CH:16]=2)=[CH:9][CH:10]=1)(=[O:4])[NH2:3] |f:0.1,4.5|. Reactants: [Cl-].C(N)(=O)C1=CC=[N+](C=C1)C1=C(C=C(C=C1)[N+](=O)[O-])[N+](=O)[O-] (4-carbamoyl-1-(2,4-dinitrophenyl)pyridinium chloride), NC1=CC=CC=C1 (aniline).